The task is: describe an organic reaction: reactants, conditions, products, and yield. This data is from the Open Reaction Database (ORD), a public repository of structured organic reaction records. Starting materials: Cl.Cl.C1(=CC=CC2=CC=CC=C12)NCCN (N-(1-naphthyl)-ethylenediamine dihydrochloride), C(C)O (ethanol), C([O-])([O-])=O.[K+].[K+] (potassium carbonate), [N+](=O)([O-])C1=C(C=CC(=C1)[N+](=O)[O-])F (2,4-dinitrofluorobenzene). The solvent is O (water), [OH-].[Na+] (sodium hydroxide). Yields the product C=1C=CC=2C=C(C=CC2C1)N (naphthylamine). Reaction SMILES: Cl.Cl.[C:3]1(NCCN)[C:12]2[C:7](=[CH:8][CH:9]=[CH:10][CH:11]=2)[CH:6]=[CH:5][CH:4]=1.C(O)C.C(=O)([O-])[O-].[K+].[K+].[N+:26](C1C=C([N+]([O-])=O)C=CC=1F)([O-])=O>O.[OH-].[Na+]>[CH:4]1[CH:5]=[CH:6][C:7]2[CH:8]=[C:9]([NH2:26])[CH:10]=[CH:11][C:12]=2[CH:3]=1 |f:0.1.2,4.5.6,9.10|. Reported procedure: 10.0 g (38.6 mmoles) of N-(1-naphthyl)-ethylenediamine dihydrochloride were dissolved in a little water and neutralized with dilute sodium hydroxide solution. After the addition of 120 ml of ethanol and 6.4 g of potassium carbonate (46.3 mmoles), 7.2 g (38.7 mmoles) of 2,4-dinitrofluorobenzene were added dropwise. After refluxing for 1 hour, the whole was cooled to room temperature and the deposit was filtered off under suction and washed with water/ethanol. The intermediate product (2-(2,4-dini... Reactants: O (H2O), C(=O)(O)[O-].[Na+] (NaHCO3), [N+](=O)(O[C@H]1C[C@H]2[C@@H]3CC45C([C@@]3(C)CC[C@@H]2[C@]2(CCCCC12)C)(OCCO4)OCCO5)[O-] (17,17-bis(ethylendioxy)androstane-6α-yl nitrate), CC=1C=CC(=CC1)S(=O)(=O)O (pTSA). Solvent: CC(=O)C (acetone), CC(=O)C (acetone). Product: [N+](=O)(O[C@H]1C[C@H]2[C@@H]3CCC([C@@]3(C)CC[C@@H]2[C@]2(CCC(CC12)=O)C)=O)[O-] (3,17-Dioxoandrostane-6α-yl nitrate), solid. The yield is 75.0%. RXN SMILES: [N+:1]([O-:31])([O:3][C@@H:4]1[CH:21]2[C@:16]([CH3:22])([CH2:17][CH2:18][CH2:19][CH2:20]2)[C@@H:15]2[C@H:6]([C@H:7]3[C@@:11]([CH2:13][CH2:14]2)([CH3:12])[C:10]24OCCO[C:9]2(OCC[O:23]4)[CH2:8]3)[CH2:5]1)=[O:2].CC1C=CC(S(O)(=O)=[O:40])=CC=1.O.C([O-])(O)=O.[Na+]>CC(C)=O>[N+:1]([O-:31])([O:3][C@@H:4]1[CH:21]2[C@:16]([CH3:22])([CH2:17][CH2:18][C:19](=[O:40])[CH2:20]2)[C@@H:15]2[C@H:6]([C@H:7]3[C@@:11]([CH2:13][CH2:14]2)([CH3:12])[C:10](=[O:23])[CH2:9][CH2:8]3)[CH2:5]1)=[O:2] |f:3.4|. Procedure details: A solution of 3,3:17,17-bis(ethylendioxy)androstane-6α-yl nitrate (2.50 g) and pTSA.H2O (6.05 g) in acetone (150 mL) was stirred at room temperature for 1.5 h. The solution was neutralized by addition of 5% aqueous NaHCO3, and acetone was evaporated. The aqueous phase was extracted with CH2Cl2 (3×50 mL). The combined organic extracts were washed with H2O, dried over Na2SO4 and evaporated to dryness. The residue was purified by flash chromatography (SiO2, cyclohexane/Acetone/CH2Cl2 70/15/15) to g... The reactants are C=C[Sn](CCCC)(CCCC)CCCC, CN(C)C=O, [Cs+], [F-], COC(=O)c1nc(Cl)c(F)c(N)c1Cl, Cl[Pd]Cl, c1ccc(P(c2ccccc2)c2ccccc2)cc1, c1ccc(P(c2ccccc2)c2ccccc2)cc1. Product: C=Cc1nc(C(=O)OC)c(Cl)c(N)c1F. Reaction SMILES: [CH2:15]([CH2:16][CH2:28][CH3:29])[Sn:17]([CH2:18][CH2:19][CH2:20][CH3:21])([CH2:22][CH2:23][CH2:24][CH3:25])[CH:26]=[CH2:27].[CH3:32][N:33]([CH3:34])[CH:35]=[O:36].[Cs+:31].[F-:30].[NH2:1][c:2]1[c:3]([Cl:14])[c:4]([C:10](=[O:11])[O:12][CH3:13])[n:5][c:6]([Cl:9])[c:7]1[F:8].[Pd:37]([Cl:38])[Cl:39].[c:40]1([P:41]([c:42]2[cH:43][cH:44][cH:45][cH:46][cH:47]2)[c:48]2[cH:49][cH:50][cH:51][cH:52][cH:53]2)[cH:54][cH:55][cH:56][cH:57][cH:58]1.[c:59]1([P:60]([c:61]2[cH:62][cH:63][cH:64][cH:65][cH:66]2)[c:67]2[cH:68][cH:69][cH:70][cH:71][cH:72]2)[cH:73][cH:74][cH:75][cH:76][cH:77]1>>[NH2:1][c:2]1[c:3]([Cl:14])[c:4]([C:10](=[O:11])[O:12][CH3:13])[n:5][c:6]([CH:15]=[CH2:16])[c:7]1[F:8]. Starting materials: CCOC(=O)c1cc(C)cc(CC(C)C)n1, Cl. Product: Cl, Cc1cc(CC(C)C)nc(C(=O)O)c1. RXN SMILES: [CH2:1]([CH3:2])[O:3][C:4](=[O:5])[c:6]1[n:7][c:8]([CH2:13][CH:14]([CH3:15])[CH3:16])[cH:9][c:10]([CH3:12])[cH:11]1.[ClH:17]>>[ClH:17].[O:3]=[C:4]([OH:5])[c:6]1[n:7][c:8]([CH2:13][CH:14]([CH3:15])[CH3:16])[cH:9][c:10]([CH3:12])[cH:11]1. Starting materials: mixture, B(Cl)(Cl)Cl (boron trichloride), C(Cl)Cl (methylene chloride), ClC1=NC(=C(C=2N1N=CN2)CCOCC)C2=CC=CC=C2 (5-chloro-8-(2-ethoxyethyl)-7-phenyl[1,2,4]triazolo[1,5-c]pyrimidine), O (water). Run in C(Cl)(Cl)Cl (chloroform). The product is ClC1=NC(=C(C=2N1N=CN2)CCO)C2=CC=CC=C2 (5-chloro-7-phenyl[1,2,4]triazolo[1,5-c]pyrimidine-8-ethanol). As a reaction SMILES: B(Cl)(Cl)Cl.C(Cl)Cl.[Cl:8][C:9]1[N:14]2[N:15]=[CH:16][N:17]=[C:13]2[C:12]([CH2:18][CH2:19][O:20]CC)=[C:11]([C:23]2[CH:28]=[CH:27][CH:26]=[CH:25][CH:24]=2)[N:10]=1.O>C(Cl)(Cl)Cl>[Cl:8][C:9]1[N:14]2[N:15]=[CH:16][N:17]=[C:13]2[C:12]([CH2:18][CH2:19][OH:20])=[C:11]([C:23]2[CH:28]=[CH:27][CH:26]=[CH:25][CH:24]=2)[N:10]=1. Procedure details: Under non-aqueous conditions 200 ml of a mixture of boron trichloride (0.2 mol) and methylene chloride (1 mol) is added over a period of 20 minutes with vigorous stirring to a solution containing 30 g of 5-chloro-8-(2-ethoxyethyl)-7-phenyl[1,2,4]triazolo[1,5-c]pyrimidine (0.1 moles) dissolved in 300 ml of chloroform. The resulting reaction mixture is stirred at room temperature for 3 hours. To the reaction mixture is added 400 ml of water and the resulting mixture is stirred for 1.5 hours and th... Reactants: OC=1C=CC2=C(C=C(CO2)C=O)C1 (6-hydroxy-2H-1-benzopyran-3-carboxaldehyde), C([O-])([O-])=O.[K+].[K+] (potassium carbonate), C(CCCCC)Br (n-hexyl bromide), C([O-])([O-])=O.[K+].[K+] (potassium carbonate), C(CCCCC)Br (n-hexyl bromide). Solvent: O (water), CN(C)C=O (DMF). Conditions: time 8 hour. Yields the product C(CCCCC)OC=1C=CC2=C(C=C(CO2)C=O)C1 (6-(n-hexyloxy)-2H-1-benzopyran-3-carboxaldehyde). RXN SMILES: [OH:1][C:2]1[CH:3]=[CH:4][C:5]2[O:10][CH2:9][C:8]([CH:11]=[O:12])=[CH:7][C:6]=2[CH:13]=1.C(=O)([O-])[O-].[K+].[K+].[CH2:20](Br)[CH2:21][CH2:22][CH2:23][CH2:24][CH3:25]>CN(C=O)C.O>[CH2:20]([O:1][C:2]1[CH:3]=[CH:4][C:5]2[O:10][CH2:9][C:8]([CH:11]=[O:12])=[CH:7][C:6]=2[CH:13]=1)[CH2:21][CH2:22][CH2:23][CH2:24][CH3:25] |f:1.2.3|. Procedure: The starting material is prepared as follows: A mixture of 6-hydroxy-2H-1-benzopyran-3-carboxaldehyde (4.0 g, 22.7 mmol) and potassium carbonate (6.26 g, 45.3 mmol) in 80 ml of DMF is treated with n-hexyl bromide (4.5 g, 27.2 mmol). The mixture is stirred overnight at room temperature. Additional potassium carbonate (3.1 g, 22.4 mmol) and n-hexyl bromide (1.0 g, 6.1 mmol) are added and, after another overnight reaction, no more starting material is detected in the reaction mixture. The reaction ... Starting materials: N1=CC(=CC=C1)N1N=CC(=C1)C1=CC=CC(=N1)C(N)=S (6-(l-pyridin-3-yl-1H-pyrazol-4-yl)pyridine-2-carbothioamide), CN(N)C=O (1-methyl-1-formylhydrazine). Yields the product CN1N=C(N=C1)C1=NC(=CC=C1)C=1C=NN(C1)C=1C=NC=CC1 (2-(1-Methyl-1H-[1,2,4]triazol-3-yl)-6-(1-pyridin-3-yl-1H-pyrazol-4-yl)pyridine). As a reaction SMILES: [N:1]1[CH:6]=[CH:5][CH:4]=[C:3]([N:7]2[CH:11]=[C:10]([C:12]3[N:17]=[C:16]([C:18](=S)[NH2:19])[CH:15]=[CH:14][CH:13]=3)[CH:9]=[N:8]2)[CH:2]=1.[CH3:21][N:22]([CH:24]=O)[NH2:23]>>[CH3:24][N:22]1[CH:21]=[N:19][C:18]([C:16]2[CH:15]=[CH:14][CH:13]=[C:12]([C:10]3[CH:9]=[N:8][N:7]([C:3]4[CH:2]=[N:1][CH:6]=[CH:5][CH:4]=4)[CH:11]=3)[N:17]=2)=[N:23]1. Procedure details: 0.57 g (2 mmol) of 6-(l-pyridin-3-yl-1H-pyrazol-4-yl)pyridine-2-carbothioamide and 2.5 ml (27 mmol) of 1-methyl-1-formylhydrazine were stirred at 145° C. for 6 h. After cooling, the mixture was purified by chromatography on silica gel (cyclohexane/acetone).